Dataset: the Open Reaction Database (ORD), a public repository of structured organic reaction records. Task: describe an organic reaction: reactants, conditions, products, and yield Starting materials: ClC1=CC(=CC=C1)C(=O)OO (meta-chloroperbenzoic acid), CSC1CC(N1CC(CCC1=CC=CC=C1)=O)=O (4-methylthio-1-(4-phenyl-2-oxobutyl)azetidin-2-one). The solvent is ClCCl (dichloromethane), ClCCl (dichloromethane). Reaction conditions: time 60 minute. Yields the product petroleum ether ethyl acetate, CS(=O)C1CC(N1CC(CCC1=CC=CC=C1)=O)=O (4-methylsulphinyl-1-(4-phenyl-2-oxobutyl)azetidin-2-one). Yield: 43.0%. As a reaction SMILES: [CH3:1][S:2][CH:3]1[N:6]([CH2:7][C:8](=[O:17])[CH2:9][CH2:10][C:11]2[CH:16]=[CH:15][CH:14]=[CH:13][CH:12]=2)[C:5](=[O:18])[CH2:4]1.ClC1C=CC=C(C(OO)=[O:27])C=1>ClCCl>[CH3:1][S:2]([CH:3]1[N:6]([CH2:7][C:8](=[O:17])[CH2:9][CH2:10][C:11]2[CH:12]=[CH:13][CH:14]=[CH:15][CH:16]=2)[C:5](=[O:18])[CH2:4]1)=[O:27]. Procedure: A solution of 4-methylthio-1-(4-phenyl-2-oxobutyl)azetidin-2-one (0.4 g, 1.5 mmol) in dichloromethane (40 ml) was cooled to -60° C. To this a solution of meta-chloroperbenzoic acid (m-CPBA, 0.52 g, 1.5 mmol) in dry dichloromethane (50 ml) was added dropwise over 10 minutes, maintaining the temperature between -50 and -60° C. The mixture was stirred at room temperature for 60 minutes, washed with dil. Na2SO3, dil. NaHCO3, H2O (×2) and dried (MgSO4). Evaporation under reduced pressure gave a resid... Starting materials: c1ccc(COc2cccc3[nH]ccc23)cc1, CCCC[N+](CCCC)(CCCC)CCCC, ClCCl, O=S(=O)(Cl)c1ccccc1F, [Na+], [OH-], O=S(=O)([O-])O. Yields the product O=S(=O)(c1ccccc1F)n1ccc2c(OCc3ccccc3)cccc21. RXN SMILES: [CH2:1]([c:2]1[cH:3][cH:4][cH:5][cH:6][cH:7]1)[O:8][c:9]1[c:10]2[cH:11][cH:12][nH:13][c:14]2[cH:15][cH:16][cH:17]1.[CH2:36]([N+:37]([CH2:38][CH2:39][CH2:40][CH3:41])([CH2:42][CH2:43][CH2:44][CH3:45])[CH2:46][CH2:47][CH2:48][CH3:49])[CH2:50][CH2:51][CH3:52].[Cl:53][CH2:54][Cl:55].[F:20][c:21]1[c:22]([S:27](=[O:28])(=[O:29])[Cl:30])[cH:23][cH:24][cH:25][cH:26]1.[Na+:19].[OH-:18].[S:31]([O-:32])([OH:33])(=[O:34])=[O:35]>>[CH2:1]([c:2]1[cH:3][cH:4][cH:5][cH:6][cH:7]1)[O:8][c:9]1[c:10]2[cH:11][cH:12][n:13]([S:27]([c:22]3[c:21]([F:20])[cH:26][cH:25][cH:24][cH:23]3)(=[O:28])=[O:29])[c:14]2[cH:15][cH:16][cH:17]1. The reactants are O=C1NC(=O)c2ccccc21, CCOC(=O)CCBr, CN(C)C=O, [K]. Yields the product CCOC(=O)CCN1C(=O)c2ccccc2C1=O. As a reaction SMILES: [C:9]1(=[O:19])[c:10]2[c:11]([cH:15][cH:16][cH:17][cH:18]2)[C:12](=[O:14])[NH:13]1.[CH2:1]([CH3:2])[O:3][C:4]([CH2:5][CH2:6][Br:7])=[O:8].[CH3:21][N:22]([CH3:23])[CH:24]=[O:25].[K:20]>>[CH2:1]([CH3:2])[O:3][C:4]([CH2:5][CH2:6][N:13]1[C:9](=[O:19])[c:10]2[c:11]([cH:15][cH:16][cH:17][cH:18]2)[C:12]1=[O:14])=[O:8].